The task is: describe an organic reaction: reactants, conditions, products, and yield. This data is from the Open Reaction Database (ORD), a public repository of structured organic reaction records. Starting materials: [OH-].[K+] (KOH), C(CCC=C)(=O)O (4-Pentenoic acid), C(C)I (Ethyl iodide). Solvent: CCO (EtOH). Product: C(CCC=C)(=O)OCC (ethyl 4-pentenoate). Yield: 65.0%. RXN SMILES: [C:1]([OH:7])(=[O:6])[CH2:2][CH2:3][CH:4]=[CH2:5].[OH-].[K+].[CH2:10](I)[CH3:11]>CCO>[C:1]([O:7][CH2:10][CH3:11])(=[O:6])[CH2:2][CH2:3][CH:4]=[CH2:5] |f:1.2|. Reported procedure: 4-Pentenoic acid (12.0 g, 0.120 mol) was dissolved in 200 ml of dry EtOH and KOH pellets (7.1 g, 0.126 mol) were added. The mixture was stirred at room temperature until homogeneous. Ethyl iodide (24.3 g, 0.156 mol) was added and the solution was refluxed for 48 hrs. The cooled solution was poured onto H2O (600 ml) and extracted with pentane (200 ml). The organic extract was washed with H2O (2×500 ml) and dried (MgSO4). Solvent removal afforded 10.0 g (65%) of ethyl 4-pentenoate. From the ethyl ... Starting materials: O (water), BrCC1=CC(N(C2=CC=CC=C12)C)=O (4-bromomethyl-l-methyl-2(1H)-quinolinone), N1CCC(CC1)C1=CNC2=CC=CC=C12 (3-(4-piperidinyl)-1H-indole), C(O)([O-])=O.[Na+] (sodium hydrogencarbonate). The solvent is CN(C=O)C (dimethylformamide). Product: N1C=C(C2=CC=CC=C12)C1CCN(CC1)CC1=CC(N(C2=CC=CC=C12)C)=O (4-[[4-(1H-indol-3-yl)-l-piperidinyl]methyl]-1-methyl-2(1H)-quinolinone). Yield: 64.6%. As a reaction SMILES: Br[CH2:2][C:3]1[C:12]2[C:7](=[CH:8][CH:9]=[CH:10][CH:11]=2)[N:6]([CH3:13])[C:5](=[O:14])[CH:4]=1.[NH:15]1[CH2:20][CH2:19][CH:18]([C:21]2[C:29]3[C:24](=[CH:25][CH:26]=[CH:27][CH:28]=3)[NH:23][CH:22]=2)[CH2:17][CH2:16]1.C(=O)([O-])O.[Na+].O>CN(C)C=O>[NH:23]1[C:24]2[C:29](=[CH:28][CH:27]=[CH:26][CH:25]=2)[C:21]([CH:18]2[CH2:19][CH2:20][N:15]([CH2:2][C:3]3[C:12]4[C:7](=[CH:8][CH:9]=[CH:10][CH:11]=4)[N:6]([CH3:13])[C:5](=[O:14])[CH:4]=3)[CH2:16][CH2:17]2)=[CH:22]1 |f:2.3|. Reported procedure: A suspension of 4-bromomethyl-l-methyl-2(1H)-quinolinone (756 mg, 3 mmol), 3-(4-piperidinyl)-1H-indole (600 mg, 3 mmol) and sodium hydrogencarbonate (378 mg, 4.5 mmol) in dry dimethylformamide (5 ml) was allowed to react at 80 ° C. for 2 hours. The reaction mixture was poured into water and the separated solid was filtered off. The solid was washed with water, dried and then recrystallized from methanol/tetrahydrofuran to give the desired product (III16) (720 mg, yield 65%). Mp 228°-229 ° C. (me... Procedure: To a stirred solution of N-(1,3-dimethyl-1H-indol-2-ylmethyl)-N-methylacrylamide (1.7 g, 7 mmole) in propionitrile (50 mL) was added 6-bromo-3,4-dihydro-1H-1,8-naphthyridin-2-one (1.16 g, 5.1 mmole), DIEA (1.8 mL, 10.3 mmole), palladium(II) acetate (112 mg, 0.5 mmole), and tri-o-tolylphosphine (304 mg, 1.0 mmole). The reaction was purged with argon and heated at reflux for 16 hr, then was cooled to RT and concentrated under vacuum. Purification by flash chromatography on silica gel (5% methanol/... Reaction SMILES: [CH3:1][N:2]1[C:10]2[C:5](=[CH:6][CH:7]=[CH:8][CH:9]=2)[C:4]([CH3:11])=[C:3]1[CH2:12][N:13]([CH3:18])[C:14](=[O:17])[CH:15]=[CH2:16].Br[C:20]1[CH:21]=[C:22]2[C:27](=[N:28][CH:29]=1)[NH:26][C:25](=[O:30])[CH2:24][CH2:23]2.CCN(C(C)C)C(C)C.C1(C)C=CC=CC=1P(C1C=CC=CC=1C)C1C=CC=CC=1C>C(#N)CC.C([O-])(=O)C.[Pd+2].C([O-])(=O)C>[CH3:1][N:2]1[C:10]2[C:5](=[CH:6][CH:7]=[CH:8][CH:9]=2)[C:4]([CH3:11])=[C:3]1[CH2:12][N:13]([CH3:18])[C:14](=[O:17])/[CH:15]=[CH:16]/[C:20]1[CH:29]=[N:28][C:27]2[NH:26][C:25](=[O:30])[CH2:24][CH2:23][C:22]=2[CH:21]=1 |f:5.6.7|. Reactants: CN1C(=C(C2=CC=CC=C12)C)CN(C(C=C)=O)C (N-(1,3-dimethyl-1H-indol-2-ylmethyl)-N-methylacrylamide), BrC=1C=C2CCC(NC2=NC1)=O (6-bromo-3,4-dihydro-1H-1,8-naphthyridin-2-one), CCN(C(C)C)C(C)C (DIEA), C1(=C(C=CC=C1)P(C1=C(C=CC=C1)C)C1=C(C=CC=C1)C)C (tri-o-tolylphosphine). Solvent: C(CC)#N (propionitrile). The product is CN1C(=C(C2=CC=CC=C12)C)CN(C(\C=C\C=1C=NC=2NC(CCC2C1)=O)=O)C ((E)-N-(1,3-dimethyl-1H-indol-2-ylmethyl)-N-methyl-3-(7-oxo-5,6,7,8-tetrahydro-1,8-naphthyridin-3-yl)acrylamide). The yield is 59.1%. Reagents/catalysts: C(C)(=O)[O-].[Pd+2].C(C)(=O)[O-] (palladium(II) acetate).